From a dataset of the Open Reaction Database (ORD), a public repository of structured organic reaction records. describe an organic reaction: reactants, conditions, products, and yield The reactants are N1C(=O)NC(=O)C1 (Hydantoin), ClC=1C=C(C#N)C=CC1NC1=NC=2N(C(=C1C)NC1CC1)N=CC2C=O (3-chloro-4-(7-(cyclopropylamino)-3-formyl-6-methylpyrazolo[1,5-a]pyrimidin-5-ylamino)benzonitrile), N1CCCCC1 (piperidine). Run in O (water), C(C)O (ethanol). Conditions: temperature 80 celsius, time 10 hour. Product: ClC=1C=C(C#N)C=CC1NC1=NC=2N(C(=C1C)NC1CC1)N=CC2C=C2NC(NC2=O)=O (3-chloro-4-(7-(cyclopropylamino)-3-((2,5-dioxoimidazolidin-4-ylidene)methyl)-6-methylpyrazolo[1,5-a]pyrimidin-5-ylamino)benzonitrile). Isolated yield 57.8%. As a reaction SMILES: [NH:1]1[CH2:7][C:5](=[O:6])[NH:4][C:2]1=[O:3].[Cl:8][C:9]1[CH:10]=[C:11]([CH:14]=[CH:15][C:16]=1[NH:17][C:18]1[C:23]([CH3:24])=[C:22]([NH:25][CH:26]2[CH2:28][CH2:27]2)[N:21]2[N:29]=[CH:30][C:31]([CH:32]=O)=[C:20]2[N:19]=1)[C:12]#[N:13].N1CCCCC1>C(O)C.O>[Cl:8][C:9]1[CH:10]=[C:11]([CH:14]=[CH:15][C:16]=1[NH:17][C:18]1[C:23]([CH3:24])=[C:22]([NH:25][CH:26]2[CH2:27][CH2:28]2)[N:21]2[N:29]=[CH:30][C:31]([CH:32]=[C:7]3[C:5](=[O:6])[NH:4][C:2](=[O:3])[NH:1]3)=[C:20]2[N:19]=1)[C:12]#[N:13]. Procedure: Hydantoin (2.7 mg, 0.027 mmol) and 3-chloro-4-(7-(cyclopropylamino)-3-formyl-6-methylpyrazolo[1,5-a]pyrimidin-5-ylamino)benzonitrile (10 mg, 0.027 mmol) were dissolved in ethanol (0.4 mL) along with piperidine (3 uL, 0.03 mmol). The reaction was heated at 80° C. After 10 hours, the reaction was cooled to r.t., diluted with water, and the precipitate was collected and washed with water, 1:1 ethanol:water, then ethanol. The bright yellow solid was dried in vacuo to give 3-chloro-4-(7-(cyclopropyla... Reactants: C(C)N1N=CC=2C1=NC=C(C2O)C(C2=CC(=CC=C2)F)=O (1-Ethyl-5-(3-fluorobenzoyl)-4-hydroxy-1H-pyrazolo[3,4-b]pyridine), Cl.NO (hydroxylamine hydrochloride). Run in N1=CC=CC=C1 (pyridine). The product is C(C)N1N=CC=2C1=NC=C1C2ON=C1C1=CC(=CC=C1)F (6-Ethyl-3-(3-fluorophenyl)-6H-isoxazolo[5,4-d]pyrazolo[3,4-b]pyridine). As a reaction SMILES: [CH2:1]([N:3]1[C:7]2=[N:8][CH:9]=[C:10]([C:13](=O)[C:14]3[CH:19]=[CH:18][CH:17]=[C:16]([F:20])[CH:15]=3)[C:11]([OH:12])=[C:6]2[CH:5]=[N:4]1)[CH3:2].Cl.[NH2:23]O>N1C=CC=CC=1>[CH2:1]([N:3]1[C:7]2=[N:8][CH:9]=[C:10]3[C:13]([C:14]4[CH:19]=[CH:18][CH:17]=[C:16]([F:20])[CH:15]=4)=[N:23][O:12][C:11]3=[C:6]2[CH:5]=[N:4]1)[CH3:2] |f:1.2|. Reported procedure: 1-Ethyl-5-(3-fluorobenzoyl)-4-hydroxy-1H-pyrazolo[3,4-b]pyridine (2.85 g) was refluxed overnight in 50 ml of pyridine containing 3.0 g of hydroxylamine hydrochloride. The pyridine was evaporated and the residue triturated with 5% hydrochloric acid. The product thus obtained was filtered off and recrystallized from methanol to give 2.21 g of analytically pure product, mp 136°-137° C. Starting materials: C(=C)C=1OC(=CN1)C(=O)OCC (ethyl 2-vinyloxazole-5-carboxylate), [H][H] (hydrogen). Reagents/catalysts: [Pd] (Pd/C). Solvent: CO (MeOH). The product is C(C)C=1OC(=CN1)C(=O)OCC (ethyl 2-ethyloxazole-5-carboxylate). Yield: 98.9%. Reaction SMILES: [CH:1]([C:3]1[O:4][C:5]([C:8]([O:10][CH2:11][CH3:12])=[O:9])=[CH:6][N:7]=1)=[CH2:2].[H][H]>CO.[Pd]>[CH2:1]([C:3]1[O:4][C:5]([C:8]([O:10][CH2:11][CH3:12])=[O:9])=[CH:6][N:7]=1)[CH3:2]. Reported procedure: To a solution of ethyl 2-vinyloxazole-5-carboxylate (470 mg, 2.81 mmol) in MeOH (7 mL) is added 10% wt. Pd/C (100 mg, 0.094 mmol) at room temperature. After stirring at room temperature under a balloon of hydrogen for 1 hour, the crude is filtered to remove Pd/C. The filtrate is collected and concentrated to give ethyl 2-ethyloxazole-5-carboxylate (470 mg). HPLC retention time=1.09 minutes (condition A); MS (m+1)=170.3; 1H NMR (400 MHz, CD3OD) δ ppm 1.35 (t, J=7.6 Hz, 3 H) 1.36 (t, J=7.2 Hz, 3 H... The reactants are aqueous solution, C([O-])([O-])=O.[K+].[K+] (potassium carbonate), Cl (hydrochloric acid), C(C)C1(NC(CC(=N1)CC)(C)CC)C (2,4,6-triethyl-2,6-dimethyl-1,2,5,6-tetrahydropyrimidine), Cl (hydrochloric acid). The reagents and catalysts are [Br-].[NH4+] (ammonium bromide). Solvent: CO (methanol). Conditions: temperature 10 celsius, time 8 hour. The product is C(C)C1(NC(CC(C1C)=O)(C)CC)C (2,6-diethyl-2,3,6-trimethyl-4-piperidone). As a reaction SMILES: [CH2:1]([C:3]1([CH3:14])N=[C:7]([CH2:9][CH3:10])[CH2:6][C:5]([CH2:12][CH3:13])([CH3:11])[NH:4]1)[CH3:2].Cl.C(=O)([O-])[O-:17].[K+].[K+]>[Br-].[NH4+].CO>[CH2:1]([C:3]1([CH3:14])[CH:9]([CH3:10])[C:7](=[O:17])[CH2:6][C:5]([CH2:12][CH3:13])([CH3:11])[NH:4]1)[CH3:2] |f:2.3.4,5.6|. Reported procedure: 19.6 g of 2,4,6-triethyl-2,6-dimethyl-1,2,5,6-tetrahydropyrimidine and 0.4 g of ammonium bromide were added to 200 ml of methanol. Whilst maintaining the mixture at 10° C and stirring, 10 g of 37% hydrochloric acid were added dropwise. After completion of the addition, the resulting mixture was stirred at room temperature for 4 hours and there were then added dropwise 20 ml of 18% hydrochloric acid. The mixture was then heated at 30°-40° C for 7 hours and allowed to stand overnight at room tempe... Reactants: O=C([O-])[O-], CCCCn1c(=O)cc(Cl)[nH]c1=O, COc1ccc(CCl)cc1, CN(C)C=O, [I-], [K+], [K+], [K+]. Product: CCCCn1c(=O)cc(Cl)n(Cc2ccc(OC)cc2)c1=O. RXN SMILES: [C:14](=[O:15])([O-:16])[O-:17].[CH2:1]([CH2:2][CH2:3][CH3:4])[n:5]1[c:6](=[O:13])[nH:7][c:8]([Cl:12])[cH:9][c:10]1=[O:11].[CH3:22][O:23][c:24]1[cH:25][cH:26][c:27]([CH2:28][Cl:29])[cH:30][cH:31]1.[CH3:32][N:33]([CH3:34])[CH:35]=[O:36].[I-:21].[K+:18].[K+:19].[K+:20]>>[CH2:1]([CH2:2][CH2:3][CH3:4])[n:5]1[c:6](=[O:13])[n:7]([CH2:28][c:27]2[cH:26][cH:25][c:24]([O:23][CH3:22])[cH:31][cH:30]2)[c:8]([Cl:12])[cH:9][c:10]1=[O:11].